Dataset: the Open Reaction Database (ORD), a public repository of structured organic reaction records. Task: describe an organic reaction: reactants, conditions, products, and yield Reactants: COc1ccc(-c2ocnc2C(=O)O)cc1, O=C(NCC1CC2CC2N1)c1cccc2c1OCCO2. The product is COc1ccc(-c2ocnc2C(=O)N2C(CNC(=O)c3cccc4c3OCCO4)CC3CC32)cc1. RXN SMILES: [CH3:21][O:22][c:23]1[cH:24][cH:25][c:26](-[c:29]2[c:30]([C:34](=[O:35])[OH:36])[n:31][cH:32][o:33]2)[cH:27][cH:28]1.[CH:1]12[NH:2][CH:3]([CH2:7][NH:8][C:9](=[O:10])[c:11]3[cH:12][cH:13][cH:14][c:15]4[c:20]3[O:19][CH2:18][CH2:17][O:16]4)[CH2:4][CH:5]1[CH2:6]2>>[CH:1]12[N:2]([C:34]([c:30]3[c:29](-[c:26]4[cH:25][cH:24][c:23]([O:22][CH3:21])[cH:28][cH:27]4)[o:33][cH:32][n:31]3)=[O:35])[CH:3]([CH2:7][NH:8][C:9](=[O:10])[c:11]3[cH:12][cH:13][cH:14][c:15]4[c:20]3[O:19][CH2:18][CH2:17][O:16]4)[CH2:4][CH:5]1[CH2:6]2.